This data is from the Open Reaction Database (ORD), a public repository of structured organic reaction records. The task is: describe an organic reaction: reactants, conditions, products, and yield Starting materials: [H-].[Na+] (sodium hydride), C(C1=CC=CC=C1)OC1=CC=C(C=C1)N1C(=CC2=CC=CC=C12)CCO (2-[1-(4-Benzyloxyphenyl)-1H-indol-2-yl]ethanol), IC (iodomethane). The solvent is O1CCCC1 (tetrahydrofuran). The product is C(C1=CC=CC=C1)OC1=CC=C(C=C1)N1C(=CC2=CC=CC=C12)CCOC (1-(4-Benzyloxyphenyl)-2-(2-methoxyethyl)-1H-indole). RXN SMILES: [CH2:1]([O:8][C:9]1[CH:14]=[CH:13][C:12]([N:15]2[C:23]3[C:18](=[CH:19][CH:20]=[CH:21][CH:22]=3)[CH:17]=[C:16]2[CH2:24][CH2:25][OH:26])=[CH:11][CH:10]=1)[C:2]1[CH:7]=[CH:6][CH:5]=[CH:4][CH:3]=1.[H-].[Na+].I[CH3:30]>O1CCCC1>[CH2:1]([O:8][C:9]1[CH:10]=[CH:11][C:12]([N:15]2[C:23]3[C:18](=[CH:19][CH:20]=[CH:21][CH:22]=3)[CH:17]=[C:16]2[CH2:24][CH2:25][O:26][CH3:30])=[CH:13][CH:14]=1)[C:2]1[CH:3]=[CH:4][CH:5]=[CH:6][CH:7]=1 |f:1.2|. Reported procedure: 2-[1-(4-Benzyloxyphenyl)-1H-indol-2-yl]ethanol (0.675 mmol) was dissolved in tetrahydrofuran (5 mL) under N2, and sodium hydride (81 mg, 60% dispersion in mineral oil, 2.03 mmol) was added. The reaction was heated to reflux, at which time iodomethane (0.42 mL, 6.75 mmol) was added. The reaction was stirred at reflux for 3 hours, then carefully quenched with water. The mixture was extracted with ethyl acetate, dried over MgSO4, and concentrated. The residue was purified by SiO2 chromatography (5-... Starting materials: COC(CN1N=CC(=C1)[N+](=O)[O-])OC (1-(2,2-dimethoxyethyl)-4-nitro-1H-pyrazole), Cl (HCl). The solvent is C1CCOC1 (THF). Reaction conditions: temperature 80 celsius, time 2 hour. Product: [N+](=O)([O-])C=1C=NN(C1)CC=O (2-(4-nitro-1H-pyrazol-1-yl)acetaldehyde). Reaction SMILES: C[O:2][CH:3](OC)[CH2:4][N:5]1[CH:9]=[C:8]([N+:10]([O-:12])=[O:11])[CH:7]=[N:6]1.Cl>C1COCC1>[N+:10]([C:8]1[CH:7]=[N:6][N:5]([CH2:4][CH:3]=[O:2])[CH:9]=1)([O-:12])=[O:11]. Reported procedure: To a solution of 1-(2,2-dimethoxyethyl)-4-nitro-1H-pyrazole (2.65 g, 13.2 mmol) in THF (34 mL), a 2N aq. HCl-solution (60 mL, 120 mmol) was added dropwise. After stirring at 80° C. for 2 h, the reaction mixture was allowed to reach rt and freeze-dried overnight to yield 2-(4-nitro-1H-pyrazol-1-yl)acetaldehyde which was used as an yellow oil in the next step without further purification. LC-MS conditions B: tR=0.24 min, [M+H]+=no ionization.